This data is from the Open Reaction Database (ORD), a public repository of structured organic reaction records. The task is: describe an organic reaction: reactants, conditions, products, and yield Starting materials: CN(C)P(=O)(N(C)C)N(C)C, Cc1csc2ccc3[nH]c4c(c3c12)CNCC4, CN(C)C=O, Fc1ccc(C(CCCI)c2ccc(F)cc2)cc1. Yields the product Cc1csc2ccc3[nH]c4c(c3c12)CN(CCCC(c1ccc(F)cc1)c1ccc(F)cc1)CC4. As a reaction SMILES: [CH3:18][N:19]([CH3:20])[P:21](=[O:22])([N:23]([CH3:24])[CH3:25])[N:26]([CH3:27])[CH3:28].[CH3:1][c:2]1[cH:3][s:4][c:5]2[c:6]1[c:7]1[c:8]3[c:9]([nH:10][c:11]1[cH:12][cH:13]2)[CH2:14][CH2:15][NH:16][CH2:17]3.[CH3:48][N:49]([CH3:50])[CH:51]=[O:52].[F:29][c:30]1[cH:31][cH:32][c:33]([CH:36]([CH2:37][CH2:38][CH2:39][I:40])[c:41]2[cH:42][cH:43][c:44]([F:47])[cH:45][cH:46]2)[cH:34][cH:35]1>>[CH3:1][c:2]1[cH:3][s:4][c:5]2[c:6]1[c:7]1[c:8]3[c:9]([nH:10][c:11]1[cH:12][cH:13]2)[CH2:14][CH2:15][N:16]([CH2:39][CH2:38][CH2:37][CH:36]([c:33]1[cH:32][cH:31][c:30]([F:29])[cH:35][cH:34]1)[c:41]1[cH:42][cH:43][c:44]([F:47])[cH:45][cH:46]1)[CH2:17]3.